Dataset: the Open Reaction Database (ORD), a public repository of structured organic reaction records. Task: describe an organic reaction: reactants, conditions, products, and yield Starting materials: Cc1ccccc1, O=C(Cl)OC(Cl)(Cl)Cl, CC1(C)Oc2c(N)ccc(Cl)c2C1=O. Yields the product CC1(C)Oc2c(N=C=O)ccc(Cl)c2C1=O. RXN SMILES: [CH3:23][c:24]1[cH:25][cH:26][cH:27][cH:28][cH:29]1.[Cl:15][C:16](=[O:17])[O:18][C:19]([Cl:20])([Cl:21])[Cl:22].[NH2:1][c:2]1[cH:3][cH:4][c:5]([Cl:14])[c:6]2[c:10]1[O:9][C:8]([CH3:11])([CH3:12])[C:7]2=[O:13]>>[N:1]([c:2]1[cH:3][cH:4][c:5]([Cl:14])[c:6]2[c:10]1[O:9][C:8]([CH3:11])([CH3:12])[C:7]2=[O:13])=[C:16]=[O:17]. Reactants: BrC1=CC=C(C(=O)Cl)C=C1 (4-Bromobenzoyl chloride), Cl.N1=CC=CC=C1 (pyridine hydrochloride), COC(C=C(C)NC)=O (3-methylamino-but-2-enoic acid methyl ester), N1=CC=CC=C1 (Pyridine). The solvent is C1CCOC1 (THF). Conditions: temperature 0 celsius, time 8 hour. Product: COC(C(/C(/C)=N/C)C(C1=CC=C(C=C1)Br)=O)=O (2-(4-Bromo-benzoyl)-3-[(E)-methylimino]-butyric acid methyl ester). As a reaction SMILES: [Br:1][C:2]1[CH:10]=[CH:9][C:5]([C:6](Cl)=[O:7])=[CH:4][CH:3]=1.[CH3:11][O:12][C:13](=[O:19])[CH:14]=[C:15]([NH:17][CH3:18])[CH3:16].N1C=CC=CC=1.Cl.N1C=CC=CC=1>C1COCC1>[CH3:11][O:12][C:13](=[O:19])[CH:14]([C:6](=[O:7])[C:5]1[CH:9]=[CH:10][C:2]([Br:1])=[CH:3][CH:4]=1)/[C:15](=[N:17]/[CH3:18])/[CH3:16] |f:3.4|. Procedure: 4-Bromobenzoyl chloride (17.14 g, 78.1 mmol) and 3-methylamino-but-2-enoic acid methyl ester (10.0 g, 78.1 mmol) were combined in THF (600 mL) and cooled to 0° C. Pyridine (6.8 mL, 85.9 mmol) was added by syringe, and the reaction was stirred overnight at room temperature. Solid pyridine hydrochloride was observed on the flask walls, so the solution was decanted and then concentrated to 10% of its original volume. The residue was diluted with EtOAc (400 mL) and washed twice with H2O. The organic... Reactants: CC(NC(=O)Cc1cc(F)cc(F)c1)C(=O)O, CN1C(=O)C(N)CCc2ccccc21. Reaction SMILES: [F:1][c:2]1[cH:3][c:4]([CH2:9][C:10](=[O:11])[NH:12][CH:13]([CH3:14])[C:15](=[O:16])[OH:17])[cH:5][c:6]([F:8])[cH:7]1.[NH2:18][CH:19]1[C:20](=[O:31])[N:21]([CH3:30])[c:22]2[c:23]([cH:26][cH:27][cH:28][cH:29]2)[CH2:24][CH2:25]1>>[F:1][c:2]1[cH:3][c:4]([CH2:9][C:10](=[O:11])[NH:12][CH:13]([CH3:14])[C:15](=[O:17])[NH:18][CH:19]2[C:20](=[O:31])[N:21]([CH3:30])[c:22]3[c:23]([cH:26][cH:27][cH:28][cH:29]3)[CH2:24][CH2:25]2)[cH:5][c:6]([F:8])[cH:7]1. Product: CC(NC(=O)Cc1cc(F)cc(F)c1)C(=O)NC1CCc2ccccc2N(C)C1=O. Starting materials: CS(=O)(=O)C1=CC=C(CNC(=O)C2=NC(=C(C(=C2)N)C#N)Cl)C=C1 (4-Amino-6-chloro-5-cyano-pyridine-2-carboxylic acid 4-methanesulfonyl-benzylamide), C(C)(C)N (isopropylamine), crude mixture. The solvent is CN(C(C)=O)C (N,N-dimethylacetamide), C(C)#N (acetonitrile). The product is NC1=CC(=NC(=C1C#N)NC(C)C)C(=O)NCC1=CC=C(C=C1)S(=O)(=O)C (4-amino-5-cyano-6-(isopropylamino)-N-[4-(methylsulfonyl)benzyl]pyridine-2-carboxamide). Isolated yield 20.6%. As a reaction SMILES: [CH3:1][S:2]([C:5]1[CH:24]=[CH:23][C:8]([CH2:9][NH:10][C:11]([C:13]2[CH:18]=[C:17]([NH2:19])[C:16]([C:20]#[N:21])=[C:15](Cl)[N:14]=2)=[O:12])=[CH:7][CH:6]=1)(=[O:4])=[O:3].[CH:25]([NH2:28])([CH3:27])[CH3:26]>CN(C)C(=O)C.C(#N)C>[NH2:19][C:17]1[C:16]([C:20]#[N:21])=[C:15]([NH:28][CH:25]([CH3:27])[CH3:26])[N:14]=[C:13]([C:11]([NH:10][CH2:9][C:8]2[CH:23]=[CH:24][C:5]([S:2]([CH3:1])(=[O:4])=[O:3])=[CH:6][CH:7]=2)=[O:12])[CH:18]=1. Reported procedure: A mixture of Example 181F (36 mg, 0.1 mmol), isopropylamine (85 μL, 1.0 mmol) in N,N-dimethylacetamide (500 μL) was heated at 190° C. for 80 minutes in a microwave reactor. The crude mixture was diluted with 1 mL acetonitrile and purified by reverse phase HPLC (0-70% CH3CN in 10 mM aq. ammonium acetate), followed by second purification via silica gel chromatography, eluting with hexane/ethyl acetate (1:1 to 100% ethyl acetate) to provide the titled compound (8 mg, 21% yield). 1H NMR (300 MHz, DM... Reactants: O=C(O)C(=O)O, C1CCOC1, CN(Cc1ccccc1)CC1Cc2ccccc2N(C(=O)CCc2ccc(-c3ccccc3)cc2)C1, Cl, [Na+], [OH-], O. The product is O=C(O)C(=O)O, CN(Cc1ccccc1)CC1Cc2ccccc2N(CCCc2ccc(-c3ccccc3)cc2)C1. As a reaction SMILES: [C:1]([C:2](=[O:3])[OH:4])(=[O:5])[OH:6].[CH2:47]1[O:48][CH2:49][CH2:50][CH2:51]1.[CH2:7]([c:8]1[cH:9][cH:10][cH:11][cH:12][cH:13]1)[N:14]([CH3:15])[CH2:16][CH:17]1[CH2:18][N:19]([C:27]([CH2:28][CH2:29][c:30]2[cH:31][cH:32][c:33](-[c:36]3[cH:37][cH:38][cH:39][cH:40][cH:41]3)[cH:34][cH:35]2)=[O:42])[c:20]2[cH:21][cH:22][cH:23][cH:24][c:25]2[CH2:26]1.[ClH:44].[Na+:46].[OH-:45].[OH2:43]>>[C:1]([C:2](=[O:3])[OH:4])(=[O:5])[OH:6].[CH2:7]([c:8]1[cH:9][cH:10][cH:11][cH:12][cH:13]1)[N:14]([CH3:15])[CH2:16][CH:17]1[CH2:18][N:19]([CH2:27][CH2:28][CH2:29][c:30]2[cH:31][cH:32][c:33](-[c:36]3[cH:37][cH:38][cH:39][cH:40][cH:41]3)[cH:34][cH:35]2)[c:20]2[cH:21][cH:22][cH:23][cH:24][c:25]2[CH2:26]1. Starting materials: BrC=1C=C2C=CC(=CC2=CC1)S(=O)(=O)N1CC(N(CC1)C(=O)C1CCN(CC1)C1=CC=NC=C1)C(=O)O (4-(6-bromonaphth-2-ylsulphonyl)-2-carboxy-1-[1-(4-pyridyl)piperidin-4-ylcarbonyl]piperazine), COC(CN)=O (glycine methyl ester). Product: BrC=1C=C2C=CC(=CC2=CC1)S(=O)(=O)N1CC(N(CC1)C(=O)C1CCN(CC1)C1=CC=NC=C1)C(NCC(=O)OC)=O (4-(6-bromonaphth-2-ylsulphonyl)-2-[N-(methoxycarbonylmethyl)carbamoyl]-1-[1-(4-pyridyl)piperidin-4-ylcarbonyl]piperazine). Isolated yield 76.0%. RXN SMILES: [Br:1][C:2]1[CH:3]=[C:4]2[C:9](=[CH:10][CH:11]=1)[CH:8]=[C:7]([S:12]([N:15]1[CH2:20][CH2:19][N:18]([C:21]([CH:23]3[CH2:28][CH2:27][N:26]([C:29]4[CH:34]=[CH:33][N:32]=[CH:31][CH:30]=4)[CH2:25][CH2:24]3)=[O:22])[CH:17]([C:35]([OH:37])=O)[CH2:16]1)(=[O:14])=[O:13])[CH:6]=[CH:5]2.[CH3:38][O:39][C:40](=[O:43])[CH2:41][NH2:42]>>[Br:1][C:2]1[CH:3]=[C:4]2[C:9](=[CH:10][CH:11]=1)[CH:8]=[C:7]([S:12]([N:15]1[CH2:20][CH2:19][N:18]([C:21]([CH:23]3[CH2:28][CH2:27][N:26]([C:29]4[CH:30]=[CH:31][N:32]=[CH:33][CH:34]=4)[CH2:25][CH2:24]3)=[O:22])[CH:17]([C:35](=[O:37])[NH:42][CH2:41][C:40]([O:39][CH3:38])=[O:43])[CH2:16]1)(=[O:13])=[O:14])[CH:6]=[CH:5]2. Procedure: Using an analogous procedure to that described in Example 20, 4-(6-bromonaphth-2-ylsulphonyl)-2-carboxy-1-[1-(4-pyridyl)piperidin-4-ylcarbonyl]piperazine was reacted with glycine methyl ester to give 4-(6-bromonaphth-2-ylsulphonyl)-2-[N-(methoxycarbonylmethyl)carbamoyl]-1-[1-(4-pyridyl)piperidin-4-ylcarbonyl]piperazine in 76% yield as a glass;